From a dataset of the Open Reaction Database (ORD), a public repository of structured organic reaction records. describe an organic reaction: reactants, conditions, products, and yield Starting materials: C(CCCCCCC)[SiH](Cl)C (octyl methylchlorosilane), H2PtCl6, C(CCCCCCCCCCCCCCCCC)[Si](Cl)(C)C=C (octadecyl vinyl methylchlorosilane). Run in C(C)(=O)OCC (ethyl acetate). The product is C(CCCCCCCCCCCCCCCCC)[Si](CC[Si](Cl)(C)CCCCCCCC)(Cl)C (1-(octadecyl methylchlorosilyl)-2-(octyl methylchlorosilyl) ethane). As a reaction SMILES: [CH2:1]([SiH:9]([CH3:11])[Cl:10])[CH2:2][CH2:3][CH2:4][CH2:5][CH2:6][CH2:7][CH3:8].[CH2:12]([Si:30]([CH:33]=[CH2:34])([CH3:32])[Cl:31])[CH2:13][CH2:14][CH2:15][CH2:16][CH2:17][CH2:18][CH2:19][CH2:20][CH2:21][CH2:22][CH2:23][CH2:24][CH2:25][CH2:26][CH2:27][CH2:28][CH3:29]>C(OCC)(=O)C>[CH2:12]([Si:30]([CH3:32])([Cl:31])[CH2:33][CH2:34][Si:9]([CH2:1][CH2:2][CH2:3][CH2:4][CH2:5][CH2:6][CH2:7][CH3:8])([CH3:11])[Cl:10])[CH2:13][CH2:14][CH2:15][CH2:16][CH2:17][CH2:18][CH2:19][CH2:20][CH2:21][CH2:22][CH2:23][CH2:24][CH2:25][CH2:26][CH2:27][CH2:28][CH3:29]. Procedure details: Compound B (61.3 g) and 0.05M H2PtCl6, 0.04 mole percent of a chloroplantinic acid/ethyl acetate solution was stirred and heated at 50° to 60° while the 134 g of compound A was added over 45 minutes. The mixture was kept at 60° C. for an additional hour to yield 1-(octadecyl methylchlorosilyl)-2-(octyl methylchlorosilyl) ethane (compound C), as a pale-yellow oil. The analysis calculated for this product (C30H64Cl2Si2): C, 65.28; H, 11.69%. Elemental analysis showed: C, 65.80; H, 11.56%.